From a dataset of the Open Reaction Database (ORD), a public repository of structured organic reaction records. describe an organic reaction: reactants, conditions, products, and yield Starting materials: Cc1ccc(C(=O)c2c[nH]c3ccccc3c2=O)cc1C, CN(C)C=O, CCCCCC, CCOC(C)=O, BrCC1CCCCC1, [H-], [Na+]. Yields the product Cc1ccc(C(=O)c2cn(CC3CCCCC3)c3ccccc3c2=O)cc1C. Reaction SMILES: [CH3:1][c:2]1[cH:3][c:4]([C:5](=[O:6])[c:7]2[cH:8][nH:9][c:10]3[cH:11][cH:12][cH:13][cH:14][c:15]3[c:16]2=[O:17])[cH:18][cH:19][c:20]1[CH3:21].[CH3:32][N:33]([CH3:34])[CH:35]=[O:36].[CH3:37][CH2:38][CH2:39][CH2:40][CH2:41][CH3:42].[CH3:43][CH2:44][O:45][C:46](=[O:47])[CH3:48].[CH:24]1([CH2:30][Br:31])[CH2:25][CH2:26][CH2:27][CH2:28][CH2:29]1.[H-:22].[Na+:23]>>[CH3:1][c:2]1[cH:3][c:4]([C:5](=[O:6])[c:7]2[cH:8][n:9]([CH2:30][CH:24]3[CH2:25][CH2:26][CH2:27][CH2:28][CH2:29]3)[c:10]3[cH:11][cH:12][cH:13][cH:14][c:15]3[c:16]2=[O:17])[cH:18][cH:19][c:20]1[CH3:21]. Starting materials: O=C([O-])[O-], CN(C)C=O, CC(C)I, [K+], [K+], O, O=c1oc2cc(O)ccc2s1. The product is CC(C)Oc1ccc2sc(=O)oc2c1. RXN SMILES: [C:1](=[O:2])([O-:3])[O-:4].[CH3:23][N:24]([CH3:25])[CH:26]=[O:27].[CH:7]([CH3:8])([CH3:9])[I:10].[K+:5].[K+:6].[OH2:22].[OH:11][c:12]1[cH:13][cH:14][c:15]2[s:16][c:17](=[O:18])[o:19][c:20]2[cH:21]1>>[CH:7]([CH3:8])([CH3:9])[O:11][c:12]1[cH:13][cH:14][c:15]2[s:16][c:17](=[O:18])[o:19][c:20]2[cH:21]1. Starting materials: C(C)(=O)N1CC(C2=CC=CC=C12)CCBr (1-acetyl-3-(2-bromoethyl)-indoline), Cl.C1(=CC=CC=C1)C=1CCNCC1 (4-phenyl-1,2,3,6-tetrahydropyridine hydrochloride), C([O-])(O)=O.[Na+] (sodium bicarbonate). Solvent: C(C)(CC)O (sec-butyl alcohol). Product: C(C)(=O)N1CC(C2=CC=CC=C12)CCN1CCC(=CC1)C1=CC=CC=C1 (1-acetyl-3-[2-(3,6-dihydro-4-phenyl-1(2H)-pyridyl)ethyl]indoline). RXN SMILES: [C:1]([N:4]1[C:12]2[C:7](=[CH:8][CH:9]=[CH:10][CH:11]=2)[CH:6]([CH2:13][CH2:14]Br)[CH2:5]1)(=[O:3])[CH3:2].Cl.[C:17]1([C:23]2[CH2:24][CH2:25][NH:26][CH2:27][CH:28]=2)[CH:22]=[CH:21][CH:20]=[CH:19][CH:18]=1.C(=O)(O)[O-].[Na+]>C(O)(CC)C>[C:1]([N:4]1[C:12]2[C:7](=[CH:8][CH:9]=[CH:10][CH:11]=2)[CH:6]([CH2:13][CH2:14][N:26]2[CH2:25][CH:24]=[C:23]([C:17]3[CH:22]=[CH:21][CH:20]=[CH:19][CH:18]=3)[CH2:28][CH2:27]2)[CH2:5]1)(=[O:3])[CH3:2] |f:1.2,3.4|. Reported procedure: A mixture of 2.68 g. of 1-acetyl-3-(2-bromoethyl)-indoline, 2.00 g. of 4-phenyl-1,2,3,6-tetrahydropyridine hydrochloride and 4.00 g. of sodium bicarbonate in 40 ml. of sec-butyl alcohol is stirred at reflux temperature for 18 hours. The cooled mixture is filtered, and the filtrate is evaporated. The residue is dissolved in acetone and the addition of water gives white crystals, m.p. 109°-111°C. Reactants: C(C)(=O)N1C(C(C2=CC=C(C=C12)C(=O)OC)=C(C1=CC=CC=C1)OCC)=O (1-acetyl-3-(1-ethoxy-1-phenylmethylene)-6-methoxycarbonyl-2-indolinone), CN(C)CC(=O)N(C1=CC=C(C=C1)N)C(C)C (N-(dimethylaminomethylcarbonyl)-N-isopropyl-p-phenylenediamine). The product is CN(C)CC(=O)N(C(C)C)C1=CC=C(N\C(\C2=CC=CC=C2)=C\2/C(NC3=CC(=CC=C23)C(=O)OC)=O)C=C1 (3-Z-[1-(4-(N-dimethylaminomethylcarbonyl-N-isopropyl-amino)-anilino)-1-phenyl-methylene]-6-methoxycarbonyl-2-indolinone). As a reaction SMILES: C([N:4]1[C:12]2[C:7](=[CH:8][CH:9]=[C:10]([C:13]([O:15][CH3:16])=[O:14])[CH:11]=2)[C:6](=[C:17](OCC)[C:18]2[CH:23]=[CH:22][CH:21]=[CH:20][CH:19]=2)[C:5]1=[O:27])(=O)C.[CH3:28][N:29]([CH2:31][C:32]([N:34]([CH:42]([CH3:44])[CH3:43])[C:35]1[CH:40]=[CH:39][C:38]([NH2:41])=[CH:37][CH:36]=1)=[O:33])[CH3:30]>>[CH3:28][N:29]([CH2:31][C:32]([N:34]([C:35]1[CH:40]=[CH:39][C:38]([NH:41]/[C:17](=[C:6]2\[C:5](=[O:27])[NH:4][C:8]3[C:7]\2=[CH:12][CH:11]=[C:10]([C:13]([O:15][CH3:16])=[O:14])[CH:9]=3)/[C:18]2[CH:19]=[CH:20][CH:21]=[CH:22][CH:23]=2)=[CH:37][CH:36]=1)[CH:42]([CH3:44])[CH3:43])=[O:33])[CH3:30]. Reported procedure: Prepared from 1-acetyl-3-(1-ethoxy-1-phenylmethylene)-6-methoxycarbonyl-2-indolinone and N-(dimethylaminomethylcarbonyl)-N-isopropyl-p-phenylenediamine Rf value: 0.5 (silica gel, methylene chloride/methanol=9:1) C30H32N4O4 Starting materials: [NH4+].[Cl-] (NH4Cl), N (ammonia), [N+](=O)([O-])C1=CC=CC=2C(C3=CC=CC=C3C(C12)=O)=O (1-nitroanthraquinone). The solvent is O (water). Conditions: time 1 hour. The product is NC1=CC=CC=2C(C3=CC=CC=C3C(C12)=O)=O (1-aminoanthraquinone). Yield: 100.9%. As a reaction SMILES: [N+:1]([C:4]1[C:17]2[C:16](=[O:18])[C:15]3[C:10](=[CH:11][CH:12]=[CH:13][CH:14]=3)[C:9](=[O:19])[C:8]=2[CH:7]=[CH:6][CH:5]=1)([O-])=O.[NH4+].[Cl-].N>O>[NH2:1][C:4]1[C:17]2[C:16](=[O:18])[C:15]3[C:10](=[CH:11][CH:12]=[CH:13][CH:14]=3)[C:9](=[O:19])[C:8]=2[CH:7]=[CH:6][CH:5]=1 |f:1.2|. Procedure details: 75 g of 1-nitroanthraquinone (98.5 % strength) are heated to 180° C in 145 ml of water. Thereafter, a cold solution of 14.6 g of NH4Cl in 240 ml of 25 % strength aqueous ammonia is pumped into this mixture within 5 minutes. The temperature is kept constant for 1 hour, the pressure rising during this period to 51 bar. After cooling and releasing pressure, the product is filtered off by suction and washed with water. Both filtrate and washing water (1 liter) are slightly yellow in color, E47010 cm... Starting materials: OC=1C=CC=C2C=CC=NC12 (8-hydroxyquinoline), C([O-])([O-])=O.[K+].[K+] (potassium carbonate), C(C)(=O)OC(CCCC)C1=CC(=CC=C1)CBr (1-(3-bromomethylphenyl)pentyl acetate). The solvent is CN(C=O)C (dimethylformamide), CN(C=O)C (dimethylformamide). Reaction conditions: time 8 hour. Product: C(C)(=O)OC(CCCC)C1=CC(=CC=C1)COC=1C=CC=C2C=CC=NC12 (1-[3-(Quinolin-8-yloxymethyl)phenyl]pentyl acetate). Isolated yield 94.0%. RXN SMILES: [OH:1][C:2]1[CH:3]=[CH:4][CH:5]=[C:6]2[C:11]=1[N:10]=[CH:9][CH:8]=[CH:7]2.C(=O)([O-])[O-].[K+].[K+].[C:18]([O:21][CH:22]([C:27]1[CH:32]=[CH:31][CH:30]=[C:29]([CH2:33]Br)[CH:28]=1)[CH2:23][CH2:24][CH2:25][CH3:26])(=[O:20])[CH3:19]>CN(C)C=O>[C:18]([O:21][CH:22]([C:27]1[CH:32]=[CH:31][CH:30]=[C:29]([CH2:33][O:1][C:2]2[CH:3]=[CH:4][CH:5]=[C:6]3[C:11]=2[N:10]=[CH:9][CH:8]=[CH:7]3)[CH:28]=1)[CH2:23][CH2:24][CH2:25][CH3:26])(=[O:20])[CH3:19] |f:1.2.3|. Procedure: 1.45 g of 8-hydroxyquinoline and 1.38 g of ground anhydrous potassium carbonate are stirred in 20 ml of dimethylformamide at 25° C. for 2 hours. 2.99 g of 1-(3-bromomethylphenyl)pentyl acetate, dissolved in 10 ml of dimethylformamide, are then added dropwise and the reaction mixture is stirred overnight. The solvent is distilled off in vacuo, the residue is partitioned between water/ethyl acetate and the organic phase is dried over Na2SO4 and then concentrated in vacuo. The residue is chromatogr...